This data is from the Open Reaction Database (ORD), a public repository of structured organic reaction records. The task is: describe an organic reaction: reactants, conditions, products, and yield Reactants: CCOC(C)=O, CO, Nc1nc2ccccc2c2cc(C=Cc3ccccc3)cnc12, [H][H]. Product: Nc1nc2ccccc2c2cc(CCc3ccccc3)cnc12. As a reaction SMILES: [C:28]([O:29][CH2:30][CH3:31])(=[O:32])[CH3:33].[CH3:26][OH:27].[CH:1](=[CH:2][c:3]1[cH:4][cH:5][cH:6][cH:7][cH:8]1)[c:9]1[cH:10][n:11][c:12]2[c:13]([NH2:23])[n:14][c:15]3[c:16]([c:17]2[cH:18]1)[cH:19][cH:20][cH:21][cH:22]3.[H:24][H:25]>>[CH2:1]([CH2:2][c:3]1[cH:4][cH:5][cH:6][cH:7][cH:8]1)[c:9]1[cH:10][n:11][c:12]2[c:13]([NH2:23])[n:14][c:15]3[c:16]([c:17]2[cH:18]1)[cH:19][cH:20][cH:21][cH:22]3. Reactants: [H-].[Na+] (NaH), Cl (HCl), C(C1=CC(C(=O)OC)=CC=C1)(=O)OC (dimethyl isophthalate), CC(=O)C (acetone). Run in O (water), C1(=CC=CC=C1)C (toluene), O (water), C1(=CC=CC=C1)C (toluene). Conditions: temperature 100 celsius. Yields the product COC(C1=CC(=CC=C1)C(CC(C)=O)=O)=O (3-(3-Oxo-butyryl)-benzoic acid methyl ester). Isolated yield 13.1%. As a reaction SMILES: [C:1]([O:13]C)(=O)[C:2]1[CH:11]=[CH:10][CH:9]=[C:4]([C:5]([O:7][CH3:8])=[O:6])[CH:3]=1.[CH3:15][C:16]([CH3:18])=[O:17].[H-].[Na+].Cl>C1(C)C=CC=CC=1.O>[CH3:8][O:7][C:5](=[O:6])[C:4]1[CH:9]=[CH:10][CH:11]=[C:2]([C:1](=[O:13])[CH2:15][C:16](=[O:17])[CH3:18])[CH:3]=1 |f:2.3|. Reported procedure: A solution of dimethyl isophthalate (12 g, 61.85 mmole) and acetone (5 mL, 68 mmole) in a mixture of toluene/dimethoyethane (90 mL/30 mL) was added to a suspension of NaH 60% (2.97 g, 74.23 mmole) in dry toluene (30 mL) under argon. The mixture was heated at 100° C. for 4 hours. The reaction mixture was cooled to rt and 25 mL of water were added. The mixture was poured into water (250 mL) and the pH was adjusted to 3-4 with HCl 2N. The aqueous mixture was extracted with ethyl acetate (2×250 mL),... Starting materials: ClC1=CC=C(C=C1)C1=NN2C(N=CC=C2)=C1CC(=O)O (2-(4-chlorophenyl)pyrazolo[1,5-a]pyrimidine-3-acetic acid), C(=O)(N1C=NC=C1)N1C=NC=C1 (1,1'carbonyldiimidazole), CNC (dimethylamine). Run in O1CCCC1 (tetrahydrofuran), O1CCCC1 (tetrahydrofuran). Conditions: time 4 hour. The product is ClC1=CC=C(C=C1)C1=NN2C(N=CC=C2)=C1CC(=O)N(C)C (2-(4-Chlorophenyl)-N,N-dimethylpyrazolo[1,5-a]pyrimidine-3-acetamide). The yield is 83.1%. As a reaction SMILES: [Cl:1][C:2]1[CH:7]=[CH:6][C:5]([C:8]2[C:16]([CH2:17][C:18]([OH:20])=O)=[C:11]3[N:12]=[CH:13][CH:14]=[CH:15][N:10]3[N:9]=2)=[CH:4][CH:3]=1.[C:21](N1C=CN=C1)([N:23]1C=CN=[CH:24]1)=O.CNC>O1CCCC1>[Cl:1][C:2]1[CH:3]=[CH:4][C:5]([C:8]2[C:16]([CH2:17][C:18]([N:23]([CH3:24])[CH3:21])=[O:20])=[C:11]3[N:12]=[CH:13][CH:14]=[CH:15][N:10]3[N:9]=2)=[CH:6][CH:7]=1. Procedure details: A mixture of 4.0 g (0.013 mole) of 2-(4-chlorophenyl)pyrazolo[1,5-a]pyrimidine-3-acetic acid and 2.25 g (0.013 mole) of 1,1'carbonyldiimidazole in 150 ml of anhydrous tetrahydrofuran was stirred for 4 hours while a stream of nitrogen was bubbled through the mixture. A solution of dimethylamine in tetrahydrofuran (14.1 ml; 0.0417 mole; 2.59M) was added, and the reaction was stirred for 17 hours under nitrogen atmosphere. The solvent was evaporated under reduced pressure and the residue was dissol... Yield: 70.0%. Product: BrC1=CC(=C(O1)C)C1=C(N=C2N1N=C(C=C2C(CC)CC)C)C (3-(5-bromo-2-methyl-furan-3-yl)-8-(1-ethyl-propyl)-2,6-dimethyl-imidazo[1,2-b]pyridazine). Solvent: O (H2O). Reported procedure: A CH2Cl2 solution (2 mL) of 8-(1-ethyl-propyl)-2,6-dimethyl-3-(2-methyl-furan-3-yl)-imidazo[1,2-b]pyridazine (42.3 mg, 0.14 mmol) under a CaSO4 drying tube is treated with N-bromosuccinimide (27.6 mg, 0.16 mg). After 30 minutes the reaction mixture is poured into H2O (25 mL) and extracted into CH2Cl2 (2×25 mL). The combined organic extracts are washed with sat. NaCl, dried over Na2SO4, filtered, and concentrated. The crude product is purified by chromatography using hexane-ethyl acetate gradient... Starting materials: C(Cl)Cl (CH2Cl2), C(C)C(CC)C=1C=2N(N=C(C1)C)C(=C(N2)C)C2=C(OC=C2)C (8-(1-ethyl-propyl)-2,6-dimethyl-3-(2-methyl-furan-3-yl)-imidazo[1,2-b]pyridazine), BrN1C(CCC1=O)=O (N-bromosuccinimide). RXN SMILES: C(Cl)Cl.[CH2:4]([CH:6]([C:9]1[C:10]2[N:11]([C:16]([C:20]3[CH:24]=[CH:23][O:22][C:21]=3[CH3:25])=[C:17]([CH3:19])[N:18]=2)[N:12]=[C:13]([CH3:15])[CH:14]=1)[CH2:7][CH3:8])[CH3:5].[Br:26]N1C(=O)CCC1=O>O>[Br:26][C:23]1[O:22][C:21]([CH3:25])=[C:20]([C:16]2[N:11]3[N:12]=[C:13]([CH3:15])[CH:14]=[C:9]([CH:6]([CH2:7][CH3:8])[CH2:4][CH3:5])[C:10]3=[N:18][C:17]=2[CH3:19])[CH:24]=1.